From a dataset of the Open Reaction Database (ORD), a public repository of structured organic reaction records. describe an organic reaction: reactants, conditions, products, and yield The reactants are ClC1=C(C=CC2=CC=CC=C12)S(=O)(=O)CCNCC=1OC=CC1 (2-[(1-chloronaphthalen-2-yl)sulfonyl]-N-(furan-2-ylmethyl)ethanamine), ClC1=C(C=CC2=CC=CC=C12)SCCNCC=1OC(=CC1)C (2-[(1-chloronaphthalen-2-yl)sulfanyl]-N-[(5-methylfuran-2-yl)methyl]ethanamine). The product is ClC1=C(C=CC2=CC=CC=C12)S(=O)(=O)CCNCC=1OC(=CC1)C (2-[(1-chloronaphthalen-2-yl)sulfonyl]-N-[(5-methylfuran-2-yl)methyl]ethanamine). Isolated yield 59.0%. RXN SMILES: [Cl:1][C:2]1[C:11]2[C:6](=[CH:7][CH:8]=[CH:9][CH:10]=2)[CH:5]=[CH:4][C:3]=1[S:12]([CH2:15][CH2:16][NH:17][CH2:18][C:19]1[O:20][CH:21]=[CH:22][CH:23]=1)(=[O:14])=[O:13].Cl[C:25]1C2C(=CC=CC=2)C=CC=1SCCNCC1OC(C)=CC=1>>[Cl:1][C:2]1[C:11]2[C:6](=[CH:7][CH:8]=[CH:9][CH:10]=2)[CH:5]=[CH:4][C:3]=1[S:12]([CH2:15][CH2:16][NH:17][CH2:18][C:19]1[O:20][C:21]([CH3:25])=[CH:22][CH:23]=1)(=[O:14])=[O:13]. Procedure: Prepared as described for compound 25, from 2-[(1-chloronaphthalen-2-yl)sulfanyl]-N-[(5-methylfuran-2-yl)methyl]ethanamine in 59% yield as white solid. RXN SMILES: [Br:1][c:2]1[cH:3][c:4]2[c:5]([s:15]1)-[c:6]1[c:7]([cH:11][cH:12][cH:13][n:14]1)[O:8][CH2:9][CH2:10]2.[C:16](#[N:17])[c:18]1[n:19][cH:20][c:21]([B:24]([OH:25])[OH:26])[cH:22][cH:23]1.[CH3:33][C:34]#[N:35].[Na+:27].[Na+:28].[O-:29][C:30](=[O:31])[O-:32]>>[c:2]1(-[c:21]2[cH:20][n:19][c:18]([C:16]#[N:17])[cH:23][cH:22]2)[cH:3][c:4]2[c:5]([s:15]1)-[c:6]1[c:7]([cH:11][cH:12][cH:13][n:14]1)[O:8][CH2:9][CH2:10]2. The reactants are Brc1cc2c(s1)-c1ncccc1OCC2, N#Cc1ccc(B(O)O)cn1, CC#N, [Na+], [Na+], O=C([O-])[O-]. Yields the product N#Cc1ccc(-c2cc3c(s2)-c2ncccc2OCC3)cn1. Reactants: CCCCn1cccc(OC)c1=S, CCOC(C)=O, Cl, O, c1ccncc1. Product: CCCCn1cccc(O)c1=S. Reaction SMILES: [CH2:8]([CH2:9][CH2:10][CH3:11])[n:12]1[c:13](=[S:20])[c:14]([O:18][CH3:19])[cH:15][cH:16][cH:17]1.[CH3:22][CH2:23][O:24][C:25](=[O:26])[CH3:27].[ClH:1].[OH2:21].[n:2]1[cH:3][cH:4][cH:5][cH:6][cH:7]1>>[CH2:8]([CH2:9][CH2:10][CH3:11])[n:12]1[c:13](=[S:20])[c:14]([OH:18])[cH:15][cH:16][cH:17]1. The reactants are O=C1CCC(=O)N1Br, ClC(Cl)(Cl)Cl, CCCCCC, Cc1ccc(Cl)c(Cl)c1Cl, COC(C)(C)CC(C)(C#N)N=NC(C)(C#N)CC(C)(C)OC. The product is Clc1ccc(CBr)c(Cl)c1Cl. Reaction SMILES: [Br:33][N:34]1[C:35](=[O:36])[CH2:37][CH2:38][C:39]1=[O:40].[C:47]([Cl:48])([Cl:49])([Cl:50])[Cl:51].[CH3:41][CH2:42][CH2:43][CH2:44][CH2:45][CH3:46].[Cl:1][c:2]1[c:3]([CH3:10])[cH:4][cH:5][c:6]([Cl:9])[c:7]1[Cl:8].[N:11]([C:12]([CH3:13])([CH2:14][C:15]([CH3:16])([O:17][CH3:18])[CH3:19])[C:20]#[N:21])=[N:22][C:23]([CH3:24])([CH2:25][C:26]([O:27][CH3:28])([CH3:29])[CH3:30])[C:31]#[N:32]>>[Cl:1][c:2]1[c:3]([CH2:10][Br:33])[cH:4][cH:5][c:6]([Cl:9])[c:7]1[Cl:8]. Reactants: C(=C)C=1N=C(SC1)C1CCN(CC1)C(=O)OC(C)(C)C (1,1-dimethylethyl 4-(4-ethenyl-2-thiazolyl)-1-piperidinecarboxylate), C(=C)C=1N=C(SC1)C1CCN(CC1)C(=O)OC(C)(C)C (1,1-dimethylethyl 4-(4-ethenyl-2-thiazolyl)-1-piperidinecarboxylate), Cl (hydrogen chloride), C(C)OCC (diethyl ether), [OH-].[Na+] (sodium hydroxide). The solvent is ClCCl (dichloromethane). Reaction conditions: time 4 hour. Yields the product C(=C)C=1N=C(SC1)C1CCNCC1 (4-(4-ethenyl-2-thiazolyl)piperidine). RXN SMILES: [CH:1]([C:3]1[N:4]=[C:5]([CH:8]2[CH2:13][CH2:12][N:11](C(OC(C)(C)C)=O)[CH2:10][CH2:9]2)[S:6][CH:7]=1)=[CH2:2].Cl.C(OCC)C.[OH-].[Na+]>ClCCl>[CH:1]([C:3]1[N:4]=[C:5]([CH:8]2[CH2:13][CH2:12][NH:11][CH2:10][CH2:9]2)[S:6][CH:7]=1)=[CH2:2] |f:3.4|. Reported procedure: To a solution of 1,1-dimethylethyl 4-(4-ethenyl-2-thiazolyl)-1-piperidinecarboxylate (i.e. the product of Example 4, Step A) (471 mg, 1.6 mmol) in dichloromethane (5 mL) was added a solution of hydrogen chloride in diethyl ether (2.0 M, 7 mL, 14 mmol). The reaction mixture was stirred under nitrogen at room temperature for 4 h, and then 1 N aqueous sodium hydroxide solution was added until pH of the reaction mixture increased to about 10. The resulting mixture was extracted with dichloromethane ... The reactants are [BH4-].[Na+] (sodium tetrahydroborate), C(C1=CC=CC=C1)OC1CC(C1)(NC(=O)OC(C)(C)C)C(CC(=O)OCC)=O (ethyl 3-[1-benzyloxy-3-(tert-butoxycarbonylamino)cyclobutan-3-yl]-3-oxopropionate), [Cl-].[NH4+] (ammonium chloride). Run in CO (methanol). Product: C(C1=CC=CC=C1)OC1CC(C1)(NC(=O)OC(C)(C)C)C(CC(=O)OCC)O (Ethyl 3-[1-benzyloxy-3-(tert-butoxycarbonylamino)cyclobutan-3-yl]-3-hydroxypropionate). The yield is 91.2%. As a reaction SMILES: [CH2:1]([O:8][CH:9]1[CH2:12][C:11]([C:21](=[O:28])[CH2:22][C:23]([O:25][CH2:26][CH3:27])=[O:24])([NH:13][C:14]([O:16][C:17]([CH3:20])([CH3:19])[CH3:18])=[O:15])[CH2:10]1)[C:2]1[CH:7]=[CH:6][CH:5]=[CH:4][CH:3]=1.[BH4-].[Na+].[Cl-].[NH4+]>CO>[CH2:1]([O:8][CH:9]1[CH2:12][C:11]([CH:21]([OH:28])[CH2:22][C:23]([O:25][CH2:26][CH3:27])=[O:24])([NH:13][C:14]([O:16][C:17]([CH3:20])([CH3:19])[CH3:18])=[O:15])[CH2:10]1)[C:2]1[CH:3]=[CH:4][CH:5]=[CH:6][CH:7]=1 |f:1.2,3.4|. Procedure details: A 38.84 g (99.22 mmol) portion of ethyl 3-[1-benzyloxy-3-(tert-butoxycarbonylamino)cyclobutan-3-yl]-3-oxopropionate was dissolved in 300 ml of methanol to which, while cooling in an ice bath with stirring, was subsequently added 1.617 g (42.75 mmol) of sodium tetrahydroborate in five portions. After 10 minutes of stirring at the same temperature, to this was gradually added saturated ammonium chloride aqueous solution. After evaporation of methanol under a reduced pressure, ethyl acetate was add... RXN SMILES: [OH2:23].[OH:15][c:16]1[cH:17][cH:18][c:19]([OH:20])[cH:21][cH:22]1.[P:1](=[O:2])([OH:3])([OH:4])[CH2:5][N:6]([CH2:7][C:8](=[O:9])[OH:10])[CH2:11][C:12]([OH:13])=[O:14]>>[P:1](=[O:2])([OH:3])([OH:4])[CH2:5][NH:6][CH2:7][C:8](=[O:9])[OH:10]. The product is O=C(O)CNCP(=O)(O)O. Reactants: O, Oc1ccc(O)cc1, O=C(O)CN(CC(=O)O)CP(=O)(O)O. Reaction SMILES: [C:23]([Si:24]([CH3:25])([CH3:26])[O:28][CH2:29][CH:30]([C:31]([CH3:32])([CH3:33])[F:34])[n:35]1[c:36]([CH2:48][Cl:27])[n:37][c:38]2[cH:39][n:40][c:41]3[cH:42][cH:43][cH:44][cH:45][c:46]3[c:47]12)([CH3:49])([CH3:50])[CH3:51].[CH2:73]1[O:74][CH2:75][CH2:76][CH2:77]1.[CH3:53][CH2:54][CH2:55][CH2:56][N+:57]([CH2:58][CH2:59][CH2:60][CH3:61])([CH2:62][CH2:63][CH2:64][CH3:65])[CH2:66][CH2:67][CH2:68][CH3:69].[Cl:1][c:2]1[cH:3][n:4][c:5]2[c:6]([c:7]1[N+:8]([O-:9])=[O:10])[cH:11][cH:12][cH:13][cH:14]2.[Cl:70][CH2:71][Cl:72].[F-:52].[NH2:15][CH:16]([C:17]([F:18])([CH3:19])[CH3:20])[CH2:21][OH:22]>>[O:28]1[CH2:29][CH:30]([C:31]([CH3:32])([CH3:33])[F:34])[n:35]2[c:36]([n:37][c:38]3[cH:39][n:40][c:41]4[cH:42][cH:43][cH:44][cH:45][c:46]4[c:47]23)[CH2:48]1. The reactants are CC(C)(F)C(CO[Si](C)(C)C(C)(C)C)n1c(CCl)nc2cnc3ccccc3c21, C1CCOC1, CCCC[N+](CCCC)(CCCC)CCCC, O=[N+]([O-])c1c(Cl)cnc2ccccc12, ClCCl, [F-], CC(C)(F)C(N)CO. The product is CC(C)(F)C1COCc2nc3cnc4ccccc4c3n21. Reactants: CC(C)(C)OC(=O)NC(CC(=O)O)Cc1cc(F)c(F)cc1F, CCC1NCCc2nccnc21, CCN=C=NCCCN(C)C, CN(C)C=O, CCN(C(C)C)C(C)C, Cl, Cl, Cl, On1nnc2ccccc21. Product: CCC1c2nccnc2CCN1C(=O)CC(Cc1cc(F)c(F)cc1F)NC(=O)OC(C)(C)C. RXN SMILES: [C:24]([CH3:25])([CH3:26])([CH3:27])[O:28][C:29](=[O:30])[NH:31][CH:32]([CH2:33][C:34](=[O:35])[OH:36])[CH2:37][c:38]1[c:39]([F:46])[cH:40][c:41]([F:45])[c:42]([F:44])[cH:43]1.[CH2:3]([CH3:4])[CH:5]1[NH:6][CH2:7][CH2:8][c:9]2[c:10]1[n:11][cH:12][cH:13][n:14]2.[CH3:58][N:59]([CH3:60])[CH2:61][CH2:62][CH2:63][N:64]=[C:65]=[N:66][CH2:67][CH3:68].[CH3:69][N:70]([CH3:71])[CH:72]=[O:73].[CH:15]([N:16]([CH2:17][CH3:18])[CH:19]([CH3:20])[CH3:21])([CH3:22])[CH3:23].[ClH:1].[ClH:2].[ClH:57].[OH:47][n:48]1[c:49]2[cH:50][cH:51][cH:52][cH:53][c:54]2[n:55][n:56]1>>[CH2:3]([CH3:4])[CH:5]1[N:6]([C:34]([CH2:33][CH:32]([NH:31][C:29]([O:28][C:24]([CH3:25])([CH3:26])[CH3:27])=[O:30])[CH2:37][c:38]2[c:39]([F:46])[cH:40][c:41]([F:45])[c:42]([F:44])[cH:43]2)=[O:35])[CH2:7][CH2:8][c:9]2[c:10]1[n:11][cH:12][cH:13][n:14]2.